This data is from the Open Reaction Database (ORD), a public repository of structured organic reaction records. The task is: describe an organic reaction: reactants, conditions, products, and yield Starting materials: O=Cc1ccc(Br)cc1, OCCO, Cc1ccc(S(=O)(=O)O)cc1, c1ccccc1. Product: Brc1ccc(C2OCCO2)cc1. Reaction SMILES: [Br:1][c:2]1[cH:3][cH:4][c:5]([CH:6]=[O:7])[cH:8][cH:9]1.[OH:10][CH2:11][CH2:12][OH:13].[c:14]1([CH3:15])[cH:16][cH:17][c:18]([S:19]([OH:20])(=[O:21])=[O:22])[cH:23][cH:24]1.[cH:25]1[cH:26][cH:27][cH:28][cH:29][cH:30]1>>[Br:1][c:2]1[cH:3][cH:4][c:5]([CH:6]2[O:7][CH2:12][CH2:11][O:10]2)[cH:8][cH:9]1.